Dataset: the Open Reaction Database (ORD), a public repository of structured organic reaction records. Task: describe an organic reaction: reactants, conditions, products, and yield Starting materials: C(#N)CC=1C=C(C(=O)OC)C=CC1 (methyl 3-(cyanomethyl)benzoate), [H-].[Na+] (sodium hydride), BrCCOCCBr (bis(2-bromoethyl)ether). Solvent: CS(=O)C (dimethyl sulfoxide). The product is C(#N)C1(CCOCC1)C=1C=C(C(=O)OC)C=CC1 (methyl 3-(4-cyanotetrahydro-2H-pyran-4-yl)benzoate). Isolated yield 46.5%. RXN SMILES: [C:1]([CH2:3][C:4]1[CH:5]=[C:6]([CH:11]=[CH:12][CH:13]=1)[C:7]([O:9][CH3:10])=[O:8])#[N:2].[H-].[Na+].Br[CH2:17][CH2:18][O:19][CH2:20][CH2:21]Br>CS(C)=O>[C:1]([C:3]1([C:4]2[CH:5]=[C:6]([CH:11]=[CH:12][CH:13]=2)[C:7]([O:9][CH3:10])=[O:8])[CH2:21][CH2:20][O:19][CH2:18][CH2:17]1)#[N:2] |f:1.2|. Procedure: Using methyl 3-(cyanomethyl)benzoate (1.0 g, 5.7 mmol), sodium hydride (60% in oil, 0.69 g, 17 mmol), bis(2-bromoethyl)ether (1.8 g, 6.9 mmol) and dimethyl sulfoxide (12 mL) as starting materials and in the same manner as in Reference Example 31, the title compound (650 mg, 46%) was obtained as a colorless oil. The reactants are N(=NC(=O)OCC)C(=O)OCC (Diethyl azodicarboxylate), ClC=1C=C(C=2NC(C3=C(N(C2N1)CC)N=CC(=C3)CCO)=O)C (2-chloro-5,11-dihydro-11-ethyl-8-(2-hydroxyethyl)-4-methyl-6H-dipyrido[3,2-b:2′,3′-e][1,4]diazepin-6-one), OC1=CC=NC2=CC=CC=C12 (4-hydroxyquinoline), C1=CC=C(C=C1)P(C2=CC=CC=C2)C3=CC=CC=C3 (Ph3P). Solvent: C1CCOC1 (THF). Reaction conditions: time 3 hour. The product is ClC=1C=C(C=2NC(C3=C(N(C2N1)CC)N=CC(=C3)CCOC3=CC=NC1=CC=CC=C31)=O)C (2-Chloro-5,11-dihydro-11-ethyl-4-methyl-8-{2-(4-quinolinyloxy)ethyl}-6H-dipyrido[3,2-b:2′,3′-e] [1,4]diazepin-6-one). The yield is 29.8%. RXN SMILES: N(C(OCC)=O)=NC(OCC)=O.[Cl:13][C:14]1[CH:15]=[C:16]([CH3:35])[C:17]2[NH:18][C:19](=[O:34])[C:20]3[CH:30]=[C:29]([CH2:31][CH2:32][OH:33])[CH:28]=[N:27][C:21]=3[N:22]([CH2:25][CH3:26])[C:23]=2[N:24]=1.O[C:37]1[C:46]2[C:41](=[CH:42][CH:43]=[CH:44][CH:45]=2)[N:40]=[CH:39][CH:38]=1.C1C=CC(P(C2C=CC=CC=2)C2C=CC=CC=2)=CC=1>C1COCC1>[Cl:13][C:14]1[CH:15]=[C:16]([CH3:35])[C:17]2[NH:18][C:19](=[O:34])[C:20]3[CH:30]=[C:29]([CH2:31][CH2:32][O:33][C:37]4[C:46]5[C:41](=[CH:42][CH:43]=[CH:44][CH:45]=5)[N:40]=[CH:39][CH:38]=4)[CH:28]=[N:27][C:21]=3[N:22]([CH2:25][CH3:26])[C:23]=2[N:24]=1. Reported procedure: Diethyl azodicarboxylate (DEAD) (83 μL, 0.53 mmol) was added drop-wise to a solution of 2-chloro-5,11-dihydro-11-ethyl-8-(2-hydroxyethyl)-4-methyl-6H-dipyrido[3,2-b:2′,3′-e][1,4]diazepin-6-one (125 mg, 0.38 mmol), 4-hydroxyquinoline (76.3 mg, 0.53 mmol) and Ph3P (138 mg, 0.53 mmol) in THF (2.5 mL) at room temperature. The mixture was stirred at room temperature for 3 h then was concentrated under reduced pressure. The residue was dissolved in EtOAc (60 mL) and the solution was successively washe... The reactants are CC1(C)COc2ccc(C(=O)O)cc21, O=S(Cl)Cl. The product is CC1(C)COc2ccc(C(=O)O)cc21, [Cl-]. RXN SMILES: [CH3:1][C:2]1([CH3:14])[CH2:3][O:4][c:5]2[c:6]1[cH:7][c:8]([C:11](=[O:12])[OH:13])[cH:9][cH:10]2.[S:15]([Cl:16])([Cl:17])=[O:18]>>[CH3:1][C:2]1([CH3:14])[CH2:3][O:4][c:5]2[c:6]1[cH:7][c:8]([C:11](=[O:12])[OH:13])[cH:9][cH:10]2.[Cl-:17]. The product is O=C(NCCCN1CC(Oc2ccc(F)cc2)C1)Nc1ccc(F)c(F)c1. Reactants: ClCCl, O=C=Nc1ccc(F)c(F)c1, NCCCN1CC(Oc2ccc(F)cc2)C1. Reaction SMILES: [Cl:28][CH2:29][Cl:30].[F:17][c:18]1[cH:19][c:20]([N:25]=[C:26]=[O:27])[cH:21][cH:22][c:23]1[F:24].[F:1][c:2]1[cH:3][cH:4][c:5]([O:6][CH:7]2[CH2:8][N:9]([CH2:11][CH2:12][CH2:13][NH2:14])[CH2:10]2)[cH:15][cH:16]1>>[F:1][c:2]1[cH:3][cH:4][c:5]([O:6][CH:7]2[CH2:8][N:9]([CH2:11][CH2:12][CH2:13][NH:14][C:26]([NH:25][c:20]3[cH:19][c:18]([F:17])[c:23]([F:24])[cH:22][cH:21]3)=[O:27])[CH2:10]2)[cH:15][cH:16]1. Yields the product FC(COC1=CC=C(C=C1)CC[C@@H]1CC[Si@H](CC1)CCCC=C)(C(F)F)F (trans-4-(2-(4-(2 ,2,3 ,3 ,-tetrafluoro-n-propoxy)phenyl)ethyl)-1-(4-n-pentenyl)-1-silacyclohexane). The reactants are C(=CCCC)[Si]1(CCC(CC1)C=O)C1=CC=CC=C1 (4-n-pentenyl-4-phenyl-4-silacyclohexane carbaldehyde), [Br-].O([Si](C)(C)C(C)(C)C)C1=CC=C(C[P+](C2=CC=CC=C2)(C2=CC=CC=C2)C2=CC=CC=C2)C=C1 (4-(t-butyldimethylsiloxy)benzyltriphenylphosphonium bromide), BrCC(C(F)F)(F)F (1-bromo-2,2,3,3-tetrafluoropropane). Procedure: The general procedure of Example 56 was repeated using 4-n-pentenyl-4-phenyl-4-silacyclohexane carbaldehyde, 4-(t-butyldimethylsiloxy)benzyltriphenylphosphonium bromide, and 1-bromo-2,2,3,3-tetrafluoropropane, thereby obtaining the intended compound. RXN SMILES: C([Si:6]1([C:14]2[CH:19]=[CH:18][CH:17]=[CH:16]C=2)[CH2:11][CH2:10][CH:9]([CH:12]=O)[CH2:8][CH2:7]1)=CCCC.[Br-].[O:21]([C:29]1[CH:54]=[CH:53][C:32]([CH2:33][P+](C2C=CC=CC=2)(C2C=CC=CC=2)C2C=CC=CC=2)=[CH:31][CH:30]=1)[Si](C(C)(C)C)(C)C.Br[CH2:56][C:57]([F:62])([F:61])[CH:58]([F:60])[F:59]>>[F:61][C:57]([F:62])([CH:58]([F:60])[F:59])[CH2:56][O:21][C:29]1[CH:30]=[CH:31][C:32]([CH2:33][CH2:12][C@H:9]2[CH2:8][CH2:7][Si@H:6]([CH2:14][CH2:19][CH2:18][CH:17]=[CH2:16])[CH2:11][CH2:10]2)=[CH:53][CH:54]=1 |f:1.2|. The reactants are CCOC(=O)c1cc(-c2ccc(OCCc3cnc4c(c3)C(=O)N(C)c3cccnc3N4CC)cc2)oc1C, C1CCOC1, CO, [Na+], [OH-]. Yields the product CCN1c2ncc(CCOc3ccc(-c4cc(C(=O)O)c(C)o4)cc3)cc2C(=O)N(C)c2cccnc21. Reaction SMILES: [CH2:1]([CH3:2])[N:3]1[c:4]2[c:5]([cH:36][cH:37][cH:38][n:39]2)[N:6]([CH3:35])[C:7](=[O:34])[c:8]2[c:9]1[n:10][cH:11][c:12]([CH2:14][CH2:15][O:16][c:17]1[cH:18][cH:19][c:20](-[c:23]3[cH:24][c:25]([C:29](=[O:30])[O:31][CH2:32][CH3:33])[c:26]([CH3:28])[o:27]3)[cH:21][cH:22]1)[cH:13]2.[CH2:44]1[O:45][CH2:46][CH2:47][CH2:48]1.[CH3:42][OH:43].[Na+:41].[OH-:40]>>[CH2:1]([CH3:2])[N:3]1[c:4]2[c:5]([cH:36][cH:37][cH:38][n:39]2)[N:6]([CH3:35])[C:7](=[O:34])[c:8]2[c:9]1[n:10][cH:11][c:12]([CH2:14][CH2:15][O:16][c:17]1[cH:18][cH:19][c:20](-[c:23]3[cH:24][c:25]([C:29](=[O:30])[OH:31])[c:26]([CH3:28])[o:27]3)[cH:21][cH:22]1)[cH:13]2. Product: COC(=O)c1cc(-c2ccnn2C)n(C)c1. Reactants: COC(=O)c1cc(Br)n(C)c1, O=C([O-])[O-], C1COCCO1, Cn1nccc1B1OC(C)(C)C(C)(C)O1, [K+], [K+], O. As a reaction SMILES: [Br:1][c:2]1[cH:3][c:4]([C:8](=[O:9])[O:10][CH3:11])[cH:5][n:6]1[CH3:7].[C:27](=[O:28])([O-:29])[O-:30].[CH2:33]1[O:34][CH2:35][CH2:36][O:37][CH2:38]1.[CH3:12][n:13]1[n:14][cH:15][cH:16][c:17]1[B:18]1[O:19][C:20]([CH3:21])([CH3:22])[C:23]([CH3:24])([CH3:25])[O:26]1.[K+:31].[K+:32].[OH2:39]>>[c:2]1(-[c:17]2[n:13]([CH3:12])[n:14][cH:15][cH:16]2)[cH:3][c:4]([C:8](=[O:9])[O:10][CH3:11])[cH:5][n:6]1[CH3:7]. Starting materials: O=C(O)c1ccccc1Br, O=C([O-])[O-], COc1ccccc1O, Cc1ccccc1, CCOC(C)=O, Cl, [Cs+], [Cs+]. Product: COc1ccccc1Oc1ccccc1C(=O)O. As a reaction SMILES: [Br:7][c:8]1[c:9]([C:10](=[O:11])[OH:12])[cH:13][cH:14][cH:15][cH:16]1.[C:1](=[O:2])([O-:3])[O-:4].[CH3:17][O:18][c:19]1[cH:20][cH:21][cH:22][cH:23][c:24]1[OH:25].[CH3:27][c:28]1[cH:29][cH:30][cH:31][cH:32][cH:33]1.[CH3:34][CH2:35][O:36][C:37](=[O:38])[CH3:39].[ClH:26].[Cs+:5].[Cs+:6]>>[c:8]1([O:25][c:24]2[c:19]([O:18][CH3:17])[cH:20][cH:21][cH:22][cH:23]2)[c:9]([C:10](=[O:11])[OH:12])[cH:13][cH:14][cH:15][cH:16]1. Reactants: C(C)N(C1=CC(=C(C=C1F)N=C=S)F)CC (4-diethylamino-2,5-difluorophenyl isothiocyanate), CNN (methylhydrazine). The solvent is C(C)O (ethanol). Yields the product C(C)N(C1=CC(=C(C=C1F)NC(N(N)C)=S)F)CC (4-(4-diethylamino-2,5-difluorophenyl)-2-methyl-3-thiosemicarbazide). Yield: 98.3%. As a reaction SMILES: [CH2:1]([N:3]([CH2:15][CH3:16])[C:4]1[C:9]([F:10])=[CH:8][C:7]([N:11]=[C:12]=[S:13])=[C:6]([F:14])[CH:5]=1)[CH3:2].[CH3:17][NH:18][NH2:19]>C(O)C>[CH2:15]([N:3]([CH2:1][CH3:2])[C:4]1[C:9]([F:10])=[CH:8][C:7]([NH:11][C:12](=[S:13])[N:18]([CH3:17])[NH2:19])=[C:6]([F:14])[CH:5]=1)[CH3:16]. Reported procedure: Following procedures similar to those employed in Step A of Example 2, the reaction of 2.9 g (0.012 mole) of 4-diethylamino-2,5-difluorophenyl isothiocyanate with 0.55 g (0.012 mole) of methylhydrazine in 75 ml of ethanol yielded 3.4 g of 4-(4-diethylamino-2,5-difluorophenyl)-2-methyl-3-thiosemicarbazide. The nmr spectrum was consistent with the proposed structure. The reactants are CC1=C(C(=CC=C1)C)CN(C(=O)Cl)C (2,6-dimethylphenyl-N-methyl-N-methylcarbamoyl chloride), C(N)(=O)Cl (carbamoyl chloride). Yields the product CC1=C(C(=CC=C1)C)N(C(=O)Cl)CCCCC (2,6-dimethyl-N-pentylphenylcarbamoyl chloride). Reaction SMILES: [CH3:1][C:2]1[CH:7]=[CH:6][CH:5]=[C:4]([CH3:8])[C:3]=1CN(C)C(Cl)=O.[C:15]([Cl:18])(=[O:17])[NH2:16]>>[CH3:8][C:4]1[CH:5]=[CH:6][CH:7]=[C:2]([CH3:1])[C:3]=1[N:16]([CH2:4][CH2:3][CH2:2][CH2:7][CH3:6])[C:15]([Cl:18])=[O:17]. Procedure: When 2,6-dimethylphenyl-N-methyl-N-methylcarbamoyl chloride in Example 7D is replaced with the above carbamoyl chloride then the products prepared are